Dataset: the Open Reaction Database (ORD), a public repository of structured organic reaction records. Task: describe an organic reaction: reactants, conditions, products, and yield The reactants are C1=CC=C(C=C1)CC2C(=O)NC(=O)N2 (D-5-benzylhydantoin), OP(=O)(O)O (H3PO4). Conditions: time 30 minute. Product: C(N)(=O)N[C@@H](CC1=CC=CC=C1)C(=O)O (N-carbamylphenylalanine). Reaction SMILES: [CH:1]1[CH:6]=[CH:5][C:4]([CH2:7][CH:8]2[NH:14][C:12](=[O:13])[NH:11][C:9]2=[O:10])=[CH:3][CH:2]=1.[OH:15]P(O)(O)=O>>[C:12]([NH:14][C@H:8]([C:9]([OH:15])=[O:10])[CH2:7][C:4]1[CH:5]=[CH:6][CH:1]=[CH:2][CH:3]=1)(=[O:13])[NH2:11]. Procedure: The assay of the D-hydantoinase activity was conducted by incubating a reaction mixture containing 120 mg/dl D-5-benzylhydantoin (BH), 50 mM KPB (pH 8.0) and an enzyme solution at 37° C. for 30 minutes, adding 9 volumes of 1.1 mMCuSO4, 11.1 mM H3PO4, centrifuging at 20,000G for 10 minutes to remove the pellet, and then quantifying the resultant N-carbamylphenylalanine (N—Car—Phe) by HPLC. One unit of the enzyme activity was defined as an enzymatic activity capable of producing 1 μmol of N-carbam... Starting materials: C(CCCCCCCCCC)OC=1C=NC(=NC1)C1=CC=C(C=C1)\C=C\CCCC(C)C1OCCCC1 (5-undecyloxy-2-[4-{6-(2-tetrahydropyranyl)-1-trans-heptenyl}-phenyl]-pyrimidine), O.C1(=CC=C(C=C1)S(=O)(=O)O)C (p-toluenesulfonic acid hydrate), CO (methanol), O (water), O (water). The solvent is C(Cl)(Cl)Cl (CHCl3). The product is C(CCCCCCCCCC)OC=1C=NC(=NC1)C1=CC=C(C=C1)\C=C\CCCC(C)O ((-)-5-undecyloxy-2-{4-(6-hydroxy-1-trans-heptenyl)-phenyl}-pyrimidine). The yield is 535.7%. As a reaction SMILES: [CH2:1]([O:12][C:13]1[CH:14]=[N:15][C:16]([C:19]2[CH:24]=[CH:23][C:22](/[CH:25]=[CH:26]/[CH2:27][CH2:28][CH2:29]C(C3CCCCO3)C)=[CH:21][CH:20]=2)=[N:17][CH:18]=1)[CH2:2][CH2:3][CH2:4][CH2:5][CH2:6][CH2:7][CH2:8][CH2:9][CH2:10][CH3:11].[OH2:38].[C:39]1([CH3:49])C=CC(S(O)(=O)=O)=CC=1.CO.O>C(Cl)(Cl)Cl>[CH2:1]([O:12][C:13]1[CH:14]=[N:15][C:16]([C:19]2[CH:24]=[CH:23][C:22](/[CH:25]=[CH:26]/[CH2:27][CH2:28][CH2:29][CH:39]([OH:38])[CH3:49])=[CH:21][CH:20]=2)=[N:17][CH:18]=1)[CH2:2][CH2:3][CH2:4][CH2:5][CH2:6][CH2:7][CH2:8][CH2:9][CH2:10][CH3:11] |f:1.2|. Reported procedure: At 25° C., 6.7 g (12 mmol) of the 5-undecyloxy-2-[4-{6-(2-tetrahydropyranyl)-1-trans-heptenyl}-phenyl]-pyrimidine obtained in Example 13, 0.4 g (2 mmol) of p-toluenesulfonic acid hydrate, 50 ml of methanol and 5 ml of water were stirred for two hours. Then, water was added and the mixture was extracted with ether. The organic layer was washed with water and dried, the solvent was distilled off, and the residue was purified by silica gel column chromatography to obtain 4.7 g (yield 90%) of (-)-5-...